From a dataset of the Open Reaction Database (ORD), a public repository of structured organic reaction records. describe an organic reaction: reactants, conditions, products, and yield Reactants: CO, COC(=O)c1cc(OCC(C)C)c2cc(C)oc2c1, [Na+], [OH-]. The product is Cc1cc2c(OCC(C)C)cc(C(=O)O)cc2o1. As a reaction SMILES: [CH3:22][OH:23].[CH3:3][c:4]1[o:5][c:6]2[c:7]([cH:8]1)[c:9]([O:17][CH2:18][CH:19]([CH3:20])[CH3:21])[cH:10][c:11]([C:13](=[O:14])[O:15][CH3:16])[cH:12]2.[Na+:2].[OH-:1]>>[CH3:3][c:4]1[o:5][c:6]2[c:7]([cH:8]1)[c:9]([O:17][CH2:18][CH:19]([CH3:20])[CH3:21])[cH:10][c:11]([C:13](=[O:14])[OH:15])[cH:12]2. Starting materials: Cl (HCl), C(C)(C)(C)OC(=O)N1CCC(CC1)(CNCC1=C(C=CC=C1)OC)C1=CC=CC=C1 (N-t butoxycarbonyl-4-phenyl-4-(2-methoxybenzylaminomethyl)piperidine). The solvent is CCOCC (ether). Conditions: time 2 hour. The product is Cl.Cl.C1(=CC=CC=C1)C1(CCNCC1)CNCC1=C(C=CC=C1)OC (4-Phenyl-4-(2-methoxybenzylaminomethyl)piperidine dihydrochloride). As a reaction SMILES: [ClH:1].C(OC([N:9]1[CH2:14][CH2:13][C:12]([C:26]2[CH:31]=[CH:30][CH:29]=[CH:28][CH:27]=2)([CH2:15][NH:16][CH2:17][C:18]2[CH:23]=[CH:22][CH:21]=[CH:20][C:19]=2[O:24][CH3:25])[CH2:11][CH2:10]1)=O)(C)(C)C>CCOCC>[ClH:1].[ClH:1].[C:26]1([C:12]2([CH2:15][NH:16][CH2:17][C:18]3[CH:23]=[CH:22][CH:21]=[CH:20][C:19]=3[O:24][CH3:25])[CH2:11][CH2:10][NH:9][CH2:14][CH2:13]2)[CH:27]=[CH:28][CH:29]=[CH:30][CH:31]=1 |f:3.4.5|. Reported procedure: Dry HCl gas was passed through a solution of N-t butoxycarbonyl-4-phenyl-4-(2-methoxybenzylaminomethyl)piperidine (400 mg) in dry ether (50 ml) at 0° C. for 30 minutes. The passage of gas was stopped and the solution allowed to warm to room temperature and stirred for 2 hours. The white precipitate was filtered off and re-crystallised from ethyl acetate to afford the title compound as white needles. Mp=78°-80° C. 1H NMR (360 MHz, DMSO) δ 2.14 (2H, m, C--CH and CHH--C), 2.37 (2H, m, C--CHH and CH... Reactants: FC1=CC=C(C=C1)C1=CSC=2N=CN=C(C21)OCCCOC=2C=C(N)C=CC2 (3-(3-{[5-(4-fluorophenyl)thieno[2,3-d]pyrimidin-4-yl]oxy}propoxy)aniline), C(C)(C)N(CC)C(C)C (diisopropylethylamine), C1(CC1)C(=O)Cl (cyclopropanecarbonyl chloride). Solvent: ClCCl (dichloromethane). Reaction conditions: time 6 hour. Yields the product FC1=CC=C(C=C1)C1=CSC=2N=CN=C(C21)OCCCOC=2C=C(C=CC2)NC(=O)C2CC2 (N-[3-(3-{[5-(4-fluorophenyl)thieno[2,3-d]pyrimidin-4-yl]oxy}propoxy)phenyl]cyclopropanecarboxamide). The yield is 103.6%. As a reaction SMILES: [F:1][C:2]1[CH:7]=[CH:6][C:5]([C:8]2[C:16]3[C:15]([O:17][CH2:18][CH2:19][CH2:20][O:21][C:22]4[CH:23]=[C:24]([CH:26]=[CH:27][CH:28]=4)[NH2:25])=[N:14][CH:13]=[N:12][C:11]=3[S:10][CH:9]=2)=[CH:4][CH:3]=1.C(N(C(C)C)CC)(C)C.[CH:38]1([C:41](Cl)=[O:42])[CH2:40][CH2:39]1>ClCCl>[F:1][C:2]1[CH:7]=[CH:6][C:5]([C:8]2[C:16]3[C:15]([O:17][CH2:18][CH2:19][CH2:20][O:21][C:22]4[CH:23]=[C:24]([NH:25][C:41]([CH:38]5[CH2:40][CH2:39]5)=[O:42])[CH:26]=[CH:27][CH:28]=4)=[N:14][CH:13]=[N:12][C:11]=3[S:10][CH:9]=2)=[CH:4][CH:3]=1. Reported procedure: A mixture of 3-(3-{[5-(4-fluorophenyl)thieno[2,3-d]pyrimidin-4-yl]oxy}propoxy)aniline (10 mg, 0.025 mmol), diisopropylethylamine (13 mg, 0.10 mmol), and dichloromethane (2 mL) was treated with cyclopropanecarbonyl chloride (30 mg, 0.028 mmol) and stirred at room temperature for 6 hours. The solvent was removed in vacuo and the remaining residue was dissolved in ethyl acetate (25 mL), washed with aqueous sodium bicarbonate solution (2×20 mL), and the organic fraction was separated and concentrate... The reactants are CC1(OC[C@@H](O1)C=1N=CC(=NC1)NC([C@H](CC(C)C)N1C(C=C(C1)OC1=C(C(=CC=C1F)OCC)F)=O)=O)C ((S)-2-[4-(3-Ethoxy-2,6-difluoro-phenoxy)-2-oxo-2,5-dihydro-pyrrol-1-yl]-4-methyl-pentanoic acid [5-((S)-2,2-dimethyl-[1,3]dioxolan-4-yl)-pyrazin-2-yl]-amide), Cl (hydrochloric acid). Solvent: C(C)(=O)OCC (ethyl acetate), O1CCCC1 (tetrahydrofuran). Conditions: time 20 hour. The product is O[C@H](CO)C=1N=CC(=NC1)NC([C@H](CC(C)C)N1C(C=C(C1)OC1=C(C(=CC=C1F)OCC)F)=O)=O ((S)-2-[4-(3-ethoxy-2,6-difluoro-phenoxy)-2-oxo-2,5-dihydro-pyrrol-1-yl]-4-methyl-pentanoic acid [5-((S)-1,2-dihydroxy-ethyl)-pyrazin-2-yl]-amide). Isolated yield 90.1%. RXN SMILES: CC1(C)[O:6][C@@H:5]([C:7]2[N:8]=[CH:9][C:10]([NH:13][C:14](=[O:38])[C@@H:15]([N:20]3[CH2:24][C:23]([O:25][C:26]4[C:31]([F:32])=[CH:30][CH:29]=[C:28]([O:33][CH2:34][CH3:35])[C:27]=4[F:36])=[CH:22][C:21]3=[O:37])[CH2:16][CH:17]([CH3:19])[CH3:18])=[N:11][CH:12]=2)[CH2:4][O:3]1.Cl>O1CCCC1.C(OCC)(=O)C>[OH:6][C@@H:5]([C:7]1[N:8]=[CH:9][C:10]([NH:13][C:14](=[O:38])[C@@H:15]([N:20]2[CH2:24][C:23]([O:25][C:26]3[C:31]([F:32])=[CH:30][CH:29]=[C:28]([O:33][CH2:34][CH3:35])[C:27]=3[F:36])=[CH:22][C:21]2=[O:37])[CH2:16][CH:17]([CH3:18])[CH3:19])=[N:11][CH:12]=1)[CH2:4][OH:3]. Procedure: A solution of (S)-2-[4-(3-ethoxy-2,6-difluoro-phenoxy)-2-oxo-2,5-dihydro-pyrrol-1-yl]-4-methyl-pentanoic acid [5-((S)-2,2-dimethyl-[1,3]dioxolan-4-yl)-pyrazin-2-yl]-amide (prepared in Example 152, 0.251 g, 0.46 mmol) in tetrahydrofuran (25 mL) was treated with 1N aqueous hydrochloric acid (10 mL). The reaction mixture was stirred for 20 h at room temperature. The reaction mixture was diluted with ethyl acetate, washed with saturated sodium bicarbonate, a saturated sodium chloride solution and dr... Starting materials: C3, [N+](=O)([O-])C1=CC=C(COC(=O)[C@H]2C([S@@]([C@H]3N2C([C@H]3NC(COC3=CC=CC=C3)=O)=O)=O)(C)C)C=C1 ((1S,3S,5R,6R) 2,2-dimethyl-6-phenoxyacetamidopenam-3-carboxylic acid-1-oxide p-nitrobenzyl ester), C(C)(=O)N=C=O (acetyl isocyanate), S1CCN2[C@H]1CC2=O (penam), C2, C2, C5, carbamate carbonyl, C6, C6, sulfoxide, C2, C2, C2, 3-methyl-Δ3 cephem, cephem. The solvent is O1CCOCC1 (dioxane). The product is [N+](=O)([O-])C1=CC=C(COC(=O)[C@H]2[C@](S[C@H]3N2C([C@H]3NC(COC3=CC=CC=C3)=O)=O)(C)COC(NC(C)=O)=O)C=C1 ((2R,3S,5R,6R) 2-(N-Acetyl)carbamoyloxymethyl-2-methyl-6-phenoxyacetamidopenam-3-carboxylic Acid p-Nitrobenzyl Ester). Yield: 40.2%. As a reaction SMILES: [N+:1]([C:4]1[CH:35]=[CH:34][C:7]([CH2:8][O:9][C:10]([C@@H:12]2[N:16]3[C:17](=[O:30])[C@@H:18]([NH:19][C:20](=[O:29])[CH2:21][O:22][C:23]4[CH:28]=[CH:27][CH:26]=[CH:25][CH:24]=4)[C@H:15]3[S@@:14](=O)[C:13]2([CH3:33])[CH3:32])=[O:11])=[CH:6][CH:5]=1)([O-:3])=[O:2].[C:36]([N:39]=[C:40]=[O:41])(=[O:38])[CH3:37].S1[C@@H]2CC(=[O:49])N2CC1>O1CCOCC1>[N+:1]([C:4]1[CH:35]=[CH:34][C:7]([CH2:8][O:9][C:10]([C@@H:12]2[N:16]3[C:17](=[O:30])[C@@H:18]([NH:19][C:20](=[O:29])[CH2:21][O:22][C:23]4[CH:28]=[CH:27][CH:26]=[CH:25][CH:24]=4)[C@H:15]3[S:14][C@:13]2([CH2:33][O:41][C:40](=[O:49])[NH:39][C:36](=[O:38])[CH3:37])[CH3:32])=[O:11])=[CH:6][CH:5]=1)([O-:3])=[O:2]. Reported procedure: A solution of (1S,3S,5R,6R) 2,2-dimethyl-6-phenoxyacetamidopenam-3-carboxylic acid-1-oxide p-nitrobenzyl ester (25.18 g, 50.0 mmol), acetyl isocyanate (8.50 ml, 9.53 g, 112 mmol), and dioxane (250 ml) was refluxed under nitrogen for 5 hours, cooled and concentrated in vacuo to a yellow foam. The foam was chromatographed on silica gel (1.7 Kg) with methylene chloride:acetone; 9:1; v:v to give four products; the 3-methyl-Δ3 -cephem; starting sulfoxide, the title penam, and the cephem (in order of ... Starting materials: ClC=1C=C(C=CC1F)C1=CC(=NN1C1=CC(=CC=C1)C#N)C(=O)OCC (Ethyl 5-(3-chloro-4-fluorophenyl)-1-(3-cyanophenyl)-1H-pyrazole-3-carboxylate), ClC=1C=C(C=CC1F)N1N=C(C=C1C1=CC(=CC(=C1)F)Cl)C(=O)O (1-(3-Chloro-4-fluorophenyl)-5-(3-chloro-5-fluorophenyl)-1H-pyrazole-3-carboxylic acid). The product is ClC=1C=C(C=CC1F)C1=CC(=NN1C1=CC(=CC=C1)C#N)C(=O)O (5-(3-Chloro-4-fluorophenyl)-1-(3-cyanophenyl)-1H-pyrazole-3-carboxylic acid). Reaction SMILES: [Cl:1][C:2]1[CH:3]=[C:4]([C:9]2[N:13]([C:14]3[CH:19]=[CH:18][CH:17]=[C:16]([C:20]#[N:21])[CH:15]=3)[N:12]=[C:11]([C:22]([O:24]CC)=[O:23])[CH:10]=2)[CH:5]=[CH:6][C:7]=1[F:8].ClC1C=C(N2C(C3C=C(F)C=C(Cl)C=3)=CC(C(O)=O)=N2)C=CC=1F>>[Cl:1][C:2]1[CH:3]=[C:4]([C:9]2[N:13]([C:14]3[CH:19]=[CH:18][CH:17]=[C:16]([C:20]#[N:21])[CH:15]=3)[N:12]=[C:11]([C:22]([OH:24])=[O:23])[CH:10]=2)[CH:5]=[CH:6][C:7]=1[F:8]. Procedure details: The preparation of the title compound takes place starting from the compound of Example 59A in analogy to the synthesis of the compound of Example 71A. 21 mg of the title compound with 83% purity (64% of theory) are obtained. Starting materials: COC1=C(C=CC(=C1)OC)C1=NNC2=C(C=CC=C12)F (3-(2,4-dimethoxyphenyl)-7-fluoro-1H-indazole), [H-].[Na+] (sodium hydride), C(C=C)Br (allyl bromide). Yields the product C(C=C)N1N=C(C2=CC=CC(=C12)F)C1=C(C=C(C=C1)OC)OC (1-allyl-3-(2,4-dimethoxyphenyl)-7-fluoro-1H-indazole). The yield is 57.6%. RXN SMILES: [CH3:1][O:2][C:3]1[CH:8]=[C:7]([O:9][CH3:10])[CH:6]=[CH:5][C:4]=1[C:11]1[C:19]2[C:14](=[C:15]([F:20])[CH:16]=[CH:17][CH:18]=2)[NH:13][N:12]=1.[H-].[Na+].[CH2:23](Br)[CH:24]=[CH2:25]>>[CH2:25]([N:13]1[C:14]2[C:19](=[CH:18][CH:17]=[CH:16][C:15]=2[F:20])[C:11]([C:4]2[CH:5]=[CH:6][C:7]([O:9][CH3:10])=[CH:8][C:3]=2[O:2][CH3:1])=[N:12]1)[CH:24]=[CH2:23] |f:1.2|. Reported procedure: Prepared according to Method D step B from 3-(2,4-dimethoxyphenyl)-7-fluoro-1H-indazole (0.300 g, 1.10 mmol), sodium hydride (60% in oil, 0.058 g, 1.50 mmol) and allyl bromide(0.173 mL, 2.00 mmol) to give the title compound (0.198 g) as a white solid. Reactants: COC1=NC=C(C=C1)N (2-methoxy-5-aminopyridine), C(C)OC=C(C(=O)OCC)C(C(C)C)=O (ethyl 2-(ethoxymethylene)-4-methyl-3-oxopentanoate). The product is COC1=CC=C(C=N1)NC=C(C(=O)OCC)C(C(C)C)=O (Ethyl 2-(((6-methoxypyridin-3-yl)amino)methylene)-4-methyl-3-oxopentanoate). Reaction SMILES: [CH3:1][O:2][C:3]1[CH:8]=[CH:7][C:6]([NH2:9])=[CH:5][N:4]=1.C(O[CH:13]=[C:14]([C:20](=[O:24])[CH:21]([CH3:23])[CH3:22])[C:15]([O:17][CH2:18][CH3:19])=[O:16])C>>[CH3:1][O:2][C:3]1[N:4]=[CH:5][C:6]([NH:9][CH:13]=[C:14]([C:20](=[O:24])[CH:21]([CH3:23])[CH3:22])[C:15]([O:17][CH2:18][CH3:19])=[O:16])=[CH:7][CH:8]=1. Procedure details: Ethyl 2-(((6-methoxypyridin-3-yl)amino)methylene)-4-methyl-3-oxopentanoate was prepared with conditions described in Example 99 using 2-methoxy-5-aminopyridine and ethyl 2-(ethoxymethylene)-4-methyl-3-oxopentanoate.